From a dataset of the Open Reaction Database (ORD), a public repository of structured organic reaction records. describe an organic reaction: reactants, conditions, products, and yield The reactants are FC(C(=O)O)(F)F (Trifluoroacetic acid), CC(C)(OC(=O)N1CCN(CC1)C1=NC=CC=C1N1CCCC1)C (1-[1,1-Dimethylethoxycarbonyl]-4-[3-(1-pyrrolidinyl)-2-pyridinyl]piperazine), [OH-].[Na+] (sodium hydroxide). Solvent: C1CCOC1 (THF). Reaction conditions: time 20 minute. The product is N1(CCCC1)C=1C(=NC=CC1)N1CCNCC1 (1-[3-(1-Pyrrolidinyl)-2-pyridinyl]piperazine). Reaction SMILES: CC(C)(OC([N:7]1[CH2:12][CH2:11][N:10]([C:13]2[C:18]([N:19]3[CH2:23][CH2:22][CH2:21][CH2:20]3)=[CH:17][CH:16]=[CH:15][N:14]=2)[CH2:9][CH2:8]1)=O)C.FC(F)(F)C(O)=O.[OH-].[Na+]>C1COCC1>[N:19]1([C:18]2[C:13]([N:10]3[CH2:9][CH2:8][NH:7][CH2:12][CH2:11]3)=[N:14][CH:15]=[CH:16][CH:17]=2)[CH2:20][CH2:21][CH2:22][CH2:23]1 |f:2.3|. Reported procedure: 1-[1,1-Dimethylethoxycarbonyl]-4-[3-(1-pyrrolidinyl)-2-pyridinyl]piperazine (PREPARATION 47, 0.26 g) is dissolved in 1.3 ml of THF and cooled to 0°. Trifluoroacetic acid (1.3 ml) is added and the reaction is stirred at 0° for 20 min, and then warmed to 20°-25° for 20 min. Then the reaction is poured into 1N aqueous sodium hydroxide and extracted with (10/90, 2×50 ml), dried over anhydrous sodium sulfate and concentrated under reduced pressure to give the title compound, NMR (300 MHz, CDCl3) 7.64... Reactants: ClC1=CC=C(C=2C(=C(C(=NC12)C)CC1=CC=C(C=C1)Cl)C)C#N (8-chloro-3-(4-chlorobenzyl)-2,4-dimethylquinoline-5-carbonitrile), C1(=CC=CC=C1)C (toluene), C[Si](C)(C)N=[N+]=[N-] (trimethylsilyl azide), C(CCC)[Sn](CCCC)=O (dibutyltin oxide). Run in C(C)(=O)OCC (ethyl acetate). Reaction conditions: temperature 100 celsius. Product: ClC=1C=CC(=C2C(=C(C(=NC12)C)CC1=CC=C(C=C1)Cl)C)C1=NN=NN1 (8-chloro-3-(4-chlorobenzyl)-2,4-dimethyl-5-(1H-tetrazol-5-yl)quinoline). RXN SMILES: [Cl:1][C:2]1[C:11]2[N:10]=[C:9]([CH3:12])[C:8]([CH2:13][C:14]3[CH:19]=[CH:18][C:17]([Cl:20])=[CH:16][CH:15]=3)=[C:7]([CH3:21])[C:6]=2[C:5]([C:22]#[N:23])=[CH:4][CH:3]=1.C1(C)C=CC=CC=1.C[Si]([N:35]=[N+:36]=[N-:37])(C)C.C([Sn](=O)CCCC)CCC>C(OCC)(=O)C>[Cl:1][C:2]1[CH:3]=[CH:4][C:5]([C:22]2[NH:37][N:36]=[N:35][N:23]=2)=[C:6]2[C:11]=1[N:10]=[C:9]([CH3:12])[C:8]([CH2:13][C:14]1[CH:19]=[CH:18][C:17]([Cl:20])=[CH:16][CH:15]=1)=[C:7]2[CH3:21]. Reported procedure: A mixture of 8-chloro-3-(4-chlorobenzyl)-2,4-dimethylquinoline-5-carbonitrile (0.048 g), toluene (1.5 mL), trimethylsilyl azide (0.081 g) and dibutyltin oxide (0.007 g) were sealed in a flask and heated at 100° C. for 66 hours. The mixture was cooled to room temperature and diluted with ethyl acetate. The resulting mixture was washed with saturated aqueous sodium hydrogen carbonate solution and the pH of the aqueous phase was adjusted to 5 by the addition of glacial acetic acid. The resulting pr... The reactants are BrN1C(=O)N(C(=O)C1(C)C)Br (1,3-dibromo-5,5-dimethylhydantoin), OC1=CC(N(C(=C1)C)C=1C=C(C(=O)OC)C=CC1C)=O (methyl 3-(4-hydroxy-6-methyl-2-oxopyridin-1(2H)-yl)-4-methylbenzoate). Run in C(C)#N (acetonitrile), C(C)#N (acetonitrile). The product is BrC=1C(N(C(=CC1O)C)C=1C=C(C(=O)OC)C=CC1C)=O (methyl 3-(3-bromo-4-hydroxy-6-methyl-2-oxopyridin-1(2H)-yl)-4-methylbenzoate). Isolated yield 171.2%. RXN SMILES: [Br:1]N1C(C)(C)C(=O)N(Br)C1=O.[OH:12][C:13]1[CH:18]=[C:17]([CH3:19])[N:16]([C:20]2[CH:21]=[C:22]([CH:27]=[CH:28][C:29]=2[CH3:30])[C:23]([O:25][CH3:26])=[O:24])[C:15](=[O:31])[CH:14]=1>C(#N)C>[Br:1][C:14]1[C:15](=[O:31])[N:16]([C:20]2[CH:21]=[C:22]([CH:27]=[CH:28][C:29]=2[CH3:30])[C:23]([O:25][CH3:26])=[O:24])[C:17]([CH3:19])=[CH:18][C:13]=1[OH:12]. Reported procedure: A solution of 1,3-dibromo-5,5-dimethylhydantoin (1.375 kg. 4.81 moles) in acetonitrile (11.5 L) was added to a solution of methyl 3-(4-hydroxy-6-methyl-2-oxopyridin-1(2H)-yl)-4-methylbenzoate (5) (2.50 kg, 9.15 mol) in acetonitrile (4.8 L). The solution was added at a rate that maintained the temperature less than −10° C. for 90 to 180 minutes. A portion of the acetonitrile (approximately 6 L) was removed after completion of the reaction via distillation. The product was precipitated by the addi... The reactants are C=CCBr, CC(C)(C)CNc1ccc(C#N)c(C(F)(F)F)c1, CN(C)C=O, O. Product: C=CCN(CC(C)(C)C)c1ccc(C#N)c(C(F)(F)F)c1. RXN SMILES: [CH2:19]([CH:20]=[CH2:21])[Br:22].[CH3:1][C:2]([CH2:3][NH:4][c:5]1[cH:6][c:7]([C:13]([F:14])([F:15])[F:16])[c:8]([C:9]#[N:10])[cH:11][cH:12]1)([CH3:17])[CH3:18].[O:24]=[CH:25][N:26]([CH3:27])[CH3:28].[OH2:23]>>[CH3:1][C:2]([CH2:3][N:4]([c:5]1[cH:6][c:7]([C:13]([F:14])([F:15])[F:16])[c:8]([C:9]#[N:10])[cH:11][cH:12]1)[CH2:21][CH:20]=[CH2:19])([CH3:17])[CH3:18].